describe an organic reaction: reactants, conditions, products, and yield From a dataset of the Open Reaction Database (ORD), a public repository of structured organic reaction records. RXN SMILES: [CH2:1]([Li:2])[CH2:3][CH2:4][CH3:5].[CH2:29]1[O:30][CH2:31][CH2:32][CH2:33]1.[CH3:34][CH2:35][O:36][C:37](=[O:38])[CH3:39].[CH:13]1([CH2:19][C:20](=[O:21])[O:22][CH3:23])[CH2:14][CH2:15][CH2:16][CH2:17][CH2:18]1.[CH:6]([NH:7][CH:8]([CH3:9])[CH3:10])([CH3:11])[CH3:12].[Cl:24][CH2:25][CH2:26][CH2:27][I:28].[OH2:40]>>[CH:13]1([CH:19]([C:20](=[O:21])[O:22][CH3:23])[CH2:27][CH2:26][CH2:25][Cl:24])[CH2:14][CH2:15][CH2:16][CH2:17][CH2:18]1. Starting materials: [Li]CCCC, C1CCOC1, CCOC(C)=O, COC(=O)CC1CCCCC1, CC(C)NC(C)C, ClCCCI, O. The product is COC(=O)C(CCCCl)C1CCCCC1. Reactants: O1C=C(C=C1)C(CC)=O (1-(3-furyl)-1-propanone), C(Cl)Cl (methylene chloride), C([O-])([O-])=O.[K+].[K+] (Potassium carbonate). Reagents/catalysts: O.C1(=CC=C(C=C1)S(=O)(=O)O)C (p-toluenesulfonic acid monohydrate). The product is O1C=C(C=C1)C(=C)OCC (1-(3-furyl)-1-ethoxy-ethylene). The yield is 29.0%. As a reaction SMILES: [O:1]1[CH:5]=[CH:4][C:3]([C:6](=O)[CH2:7]C)=[CH:2]1.[C:10](=[O:13])([O-])[O-].[K+].[K+].[CH2:16](Cl)Cl>O.C1(C)C=CC(S(O)(=O)=O)=CC=1>[O:1]1[CH:5]=[CH:4][C:3]([C:6]([O:13][CH2:10][CH3:16])=[CH2:7])=[CH:2]1 |f:1.2.3,5.6|. Reported procedure: To a stirring mixture of 1-(3-furyl)-1-propanone (6.75 g, 0.0612 mol) in 150 mL of methylene chloride was added TEOF (13.2 mL, 0.079 mol) with stirring followed by 100 mg of p-toluenesulfonic acid monohydrate and the resulting mixture was stirred for 126 h. Potassium carbonate (2 g) was added to the above reaction mixture, stirred for 10 min, filtered, and concentrated in vacuo. The residue was distilled (35 mm, 82°-85° C.) to afford 2.5 g (29%) of 1-(3-furyl)-1-ethoxy-ethylene (Formula III: R3 ...